From a dataset of the Open Reaction Database (ORD), a public repository of structured organic reaction records. describe an organic reaction: reactants, conditions, products, and yield Starting materials: CC(C)(C)[O-], C=CC(=O)C(C)(C)C, CS(C)=O, CCOCC, CCOC(C)=O, Cl, [K+], N#Cc1ccc2[nH]c(-c3cccnc3)cc2c1. The product is CC(C)(C)C(=O)CCn1c(-c2cccnc2)cc2cc(C#N)ccc21. As a reaction SMILES: [CH3:18][C:19]([CH3:20])([O-:21])[CH3:22].[CH3:24][C:25]([C:26]([CH:27]=[CH2:28])=[O:29])([CH3:30])[CH3:31].[CH3:33][S:34]([CH3:35])=[O:36].[CH3:37][CH2:38][O:39][CH2:40][CH3:41].[CH3:42][CH2:43][O:44][C:45](=[O:46])[CH3:47].[ClH:32].[K+:23].[n:1]1[cH:2][c:3](-[c:7]2[nH:8][c:9]3[cH:10][cH:11][c:12]([C:16]#[N:17])[cH:13][c:14]3[cH:15]2)[cH:4][cH:5][cH:6]1>>[n:1]1[cH:2][c:3](-[c:7]2[n:8]([CH2:28][CH2:27][C:26]([C:25]([CH3:24])([CH3:30])[CH3:31])=[O:29])[c:9]3[cH:10][cH:11][c:12]([C:16]#[N:17])[cH:13][c:14]3[cH:15]2)[cH:4][cH:5][cH:6]1. Starting materials: CC(C)(C)[Si](C)(C)Cl, C1CCOC1, CCOC(C)=O, OC1CCC(O)C1, [H-], [Na+]. Product: CC(C)(C)[Si](C)(C)OC1CCC(O)C1. RXN SMILES: [C:10]([CH3:11])([CH3:12])([CH3:13])[Si:14]([CH3:15])([CH3:16])[Cl:17].[CH2:18]1[O:19][CH2:20][CH2:21][CH2:22]1.[CH2:23]([O:24][C:25](=[O:26])[CH3:27])[CH3:28].[CH:3]1([OH:9])[CH2:4][CH:5]([OH:8])[CH2:6][CH2:7]1.[H-:1].[Na+:2]>>[CH:3]1([OH:9])[CH2:4][CH:5]([O:8][Si:14]([C:10]([CH3:11])([CH3:12])[CH3:13])([CH3:15])[CH3:16])[CH2:6][CH2:7]1. Reactants: O (water), BrCC1(S[C@H]2N(C1C(=O)OCC(Cl)(Cl)Cl)C(C2NC(CN(C(=O)OC(C)C2CC2)C2=CC=CC=C2)=O)=O)C (2,2,2-trichloroethyl 2-bromomethyl-2-methyl-6-[N-(1-cyclopropylethoxy)carbonylphenylglycyl]aminopenam-3-carboxylate), C([O-])(O)=O.[Na+] (sodium bicarbonate), CC1=NN=C(S1)S (5-methyl-1,3,4-thiadiazole-2-thiol). Run in C(=O)N (formamide), C(=O)N (formamide). Reaction conditions: time 4.5 hour. The product is CC1=NN=C(S1)SCC1(S[C@H]2N(C1C(=O)OCC(Cl)(Cl)Cl)C(C2NC(CN(C(=O)OC(C)C2CC2)C2=CC=CC=C2)=O)=O)C (2,2,2-trichloroethyl 2-(5-methyl-1,3,4-thiadiazol-2-yl)thiomethyl-2-methyl-6-[N-(1-cyclopropylethoxy)carbonylphenylglycyl]aminopenam-3-carboxylate). Isolated yield 10.8%. RXN SMILES: Br[CH2:2][C:3]1([CH3:38])[CH:7]([C:8]([O:10][CH2:11][C:12]([Cl:15])([Cl:14])[Cl:13])=[O:9])[N:6]2[C:16](=[O:37])[CH:17]([NH:18][C:19](=[O:36])[CH2:20][N:21]([C:30]3[CH:35]=[CH:34][CH:33]=[CH:32][CH:31]=3)[C:22]([O:24][CH:25]([CH:27]3[CH2:29][CH2:28]3)[CH3:26])=[O:23])[C@H:5]2[S:4]1.C(=O)(O)[O-].[Na+].[CH3:44][C:45]1[S:49][C:48]([SH:50])=[N:47][N:46]=1.O>C(N)=O>[CH3:44][C:45]1[S:49][C:48]([S:50][CH2:2][C:3]2([CH3:38])[CH:7]([C:8]([O:10][CH2:11][C:12]([Cl:15])([Cl:14])[Cl:13])=[O:9])[N:6]3[C:16](=[O:37])[CH:17]([NH:18][C:19](=[O:36])[CH2:20][N:21]([C:30]4[CH:35]=[CH:34][CH:33]=[CH:32][CH:31]=4)[C:22]([O:24][CH:25]([CH:27]4[CH2:29][CH2:28]4)[CH3:26])=[O:23])[C@H:5]3[S:4]2)=[N:47][N:46]=1 |f:1.2|. Procedure: A solution of 2,2,2-trichloroethyl 2-bromomethyl-2-methyl-6-[N-(1-cyclopropylethoxy)carbonylphenylglycyl]aminopenam-3-carboxylate (3.6 g) in formamide (40 ml) was added to a solution of sodium bicarbonate (0.66 g) and 5-methyl-1,3,4-thiadiazole-2-thiol (1.1 g) in formamide (60 ml) under ice-cooling, after which the mixture was stirred for 4.5 hours at the same temperature. After the reaction was completed, the reaction mixture was poured into water and extracted with ethyl acetate. The extract w... Reactants: C(C)(=O)C1(C(C1)C=C)C(=O)NC1=CC=CC=C1 (1-Acetyl-2-vinylcyclopropanecarboxanilide), [Br-].C(CCC)[N+](CCCCCCCCCCCCCCCC)(CCCC)CCCC (tributylhexadecylammonium bromide). The product is C1(=CC=CC=C1)NC(=O)C=1CC(OC1C)C=C (4-phenylcarbamyl-5-methyl-2-vinyl-2,3-dihydrofuran). Reaction SMILES: [C:1]([C:4]1([C:9]([NH:11][C:12]2[CH:17]=[CH:16][CH:15]=[CH:14][CH:13]=2)=[O:10])[CH2:6][CH:5]1[CH:7]=[CH2:8])(=[O:3])[CH3:2].[Br-].C([N+](CCCC)(CCCC)CCCCCCCCCCCCCCCC)CCC>>[C:12]1([NH:11][C:9]([C:4]2[CH2:6][CH:5]([CH:7]=[CH2:8])[O:3][C:1]=2[CH3:2])=[O:10])[CH:17]=[CH:16][CH:15]=[CH:14][CH:13]=1 |f:1.2|. Reported procedure: 1-Acetyl-2-vinylcyclopropanecarboxanilide (2 grams) was combined with 0.5 grams tributylhexadecylammonium bromide and heated for six hours to obtain essentially complete conversion to 4-phenylcarbamyl-5-methyl-2-vinyl-2,3-dihydrofuran. ##STR21## Starting materials: CCCCCCCCCc1nnc(-c2ccc(C(=O)OC)cc2)s1, CO. Product: CCCCCCCCCc1nnc(-c2ccc(C(=O)O)cc2)s1. RXN SMILES: [CH2:1]([CH2:2][CH2:3][CH2:4][CH2:5][CH2:6][CH2:7][CH2:8][CH3:9])[c:10]1[s:11][c:12](-[c:15]2[cH:16][cH:17][c:18]([C:21](=[O:22])[O:23][CH3:24])[cH:19][cH:20]2)[n:13][n:14]1.[CH3:25][OH:26]>>[CH2:1]([CH2:2][CH2:3][CH2:4][CH2:5][CH2:6][CH2:7][CH2:8][CH3:9])[c:10]1[s:11][c:12](-[c:15]2[cH:16][cH:17][c:18]([C:21](=[O:22])[OH:23])[cH:19][cH:20]2)[n:13][n:14]1. The reactants are ClC1=CC=C(OC2CN(C2)C(=O)Cl)C=C1 (3-(4-chlorophenoxy)-1-azetidinecarbonyl chloride), CN (monomethylamine). The solvent is O (water), O1CCCC1 (tetrahydrofuran). Run at time 18 hour. The product is ClC1=CC=C(OC2CN(C2)C(=O)NC)C=C1 (3-(4-Chlorophenoxy)-N-methyl-1-azetidinecarboxamide). The yield is 85.2%. RXN SMILES: [Cl:1][C:2]1[CH:15]=[CH:14][C:5]([O:6][CH:7]2[CH2:10][N:9]([C:11](Cl)=[O:12])[CH2:8]2)=[CH:4][CH:3]=1.[CH3:16][NH2:17]>O1CCCC1.O>[Cl:1][C:2]1[CH:15]=[CH:14][C:5]([O:6][CH:7]2[CH2:10][N:9]([C:11]([NH:17][CH3:16])=[O:12])[CH2:8]2)=[CH:4][CH:3]=1. Procedure: A stirred solution of 5 g (0.02 mole) of 3-(4-chlorophenoxy)-1-azetidinecarbonyl chloride in 20 ml of tetrahydrofuran was treated with 4.7 g (0.06 mole) of 40% aqueous monomethylamine. After stirring for 18 hr, the reaction mixture was diluted with 200 ml of water and the solid which separated was collected by filtration, 5.7 g. Recrystallization from benzene-ligroin was accomplished by adding magnesium sulfate to absorb the water which separated from the wet product. After filtering and cooling...